This data is from the Open Reaction Database (ORD), a public repository of structured organic reaction records. The task is: describe an organic reaction: reactants, conditions, products, and yield Solvent: C(C)O (ethanol), O (water). The product is NC1=C(C(=O)NC2=CC3=C(N(C=N3)C(CC(=O)OCC)C3=CC=CC=C3)C=C2)C=CC=C1 (Ethyl 3-{5-[(2-aminobenzoyl)amino]-1H-benzimidazol-1-yl}-3-phenylpropanoate). Reactants: [N+](=O)([O-])C1=C(C(=O)NC2=CC3=C(N(C=N3)C(CC(=O)OCC)C3=CC=CC=C3)C=C2)C=CC=C1 (ethyl 3-{5-[(2-nitrobenzoyl)amino]-1H-benzimidazol-1-yl}-3-phenylpropanoate), C(=O)[O-].[NH4+] (ammonium formate). Reagents/catalysts: [Pd] (palladium on carbon). Procedure details: To a solution of ethyl 3-{5-[(2-nitrobenzoyl)amino]-1H-benzimidazol-1-yl}-3-phenylpropanoate (30 mg, 66 μmol) in a mixture of ethanol and water (4:1, 5 mL), was added palladium on carbon (6.0 mg, 10% w/w Pd) and ammonium formate (20 mg, 317 μmol). The suspension was heated to reflux for 3 hours, then cooled to room temperature, and filtered through a pad of Celite®. The filtrate was evaporated in vacuo to afford the title compound, 1H NMR: (CD3OD), 8.48 (s, 1H), 8.06 (s, 1H), 7.64 (dd, J=7.69, 1... RXN SMILES: [N+:1]([C:4]1[CH:34]=[CH:33][CH:32]=[CH:31][C:5]=1[C:6]([NH:8][C:9]1[CH:30]=[CH:29][C:12]2[N:13]([CH:16]([C:23]3[CH:28]=[CH:27][CH:26]=[CH:25][CH:24]=3)[CH2:17][C:18]([O:20][CH2:21][CH3:22])=[O:19])[CH:14]=[N:15][C:11]=2[CH:10]=1)=[O:7])([O-])=O.C([O-])=O.[NH4+]>C(O)C.O.[Pd]>[NH2:1][C:4]1[CH:34]=[CH:33][CH:32]=[CH:31][C:5]=1[C:6]([NH:8][C:9]1[CH:30]=[CH:29][C:12]2[N:13]([CH:16]([C:23]3[CH:24]=[CH:25][CH:26]=[CH:27][CH:28]=3)[CH2:17][C:18]([O:20][CH2:21][CH3:22])=[O:19])[CH:14]=[N:15][C:11]=2[CH:10]=1)=[O:7] |f:1.2|. Reactants: CN(CC(=C)C1(CCCC=2C=C(N=CC12)OC)O)C (N,N-dimethyl-N(2-[5,6,7,8-tetrahydro-8-hydroxy-3-methoxyisoquinol8-yl]prop-2-en-1-yl)amine), N (ammonia), S(O)(O)(=O)=O (sulfuric acid). Solvent: O (water). Conditions: time 30 minute. Yields the product CN(CC(=C)C1=CCCC=2C=C(N=CC12)OC)C (N,N-dimethyl-N-(2-[5,6dihydro-3-methoxyisoquinol-8-yl]prop-2-en-1-yl)amine). RXN SMILES: [CH3:1][N:2]([CH3:19])[CH2:3][C:4]([C:6]1(O)[C:15]2[CH:14]=[N:13][C:12]([O:16][CH3:17])=[CH:11][C:10]=2[CH2:9][CH2:8][CH2:7]1)=[CH2:5].S(=O)(=O)(O)O.N>O>[CH3:19][N:2]([CH3:1])[CH2:3][C:4]([C:6]1[C:15]2[CH:14]=[N:13][C:12]([O:16][CH3:17])=[CH:11][C:10]=2[CH2:9][CH2:8][CH:7]=1)=[CH2:5]. Procedure: A solution of 0.04 part of N,N-dimethyl-N(2-[5,6,7,8-tetrahydro-8-hydroxy-3-methoxyisoquinol8-yl]prop-2-en-1-yl)amine and 0.5 part by volume of concentrated sulfuric acid is allowed to stand at room temperature for about 30 minutes. Then the reaction mixture is added to water and basified with aqueous ammonia. The solution is extracted with ether and the etheral extracts are washed with saturated sodium chloride solution, dried over anhydrous sodium sulfate and evaporated under reduced pressure ... Starting materials: O.C1(=CC=C(C=C1)S(=O)(=O)O)C (p-toluenesulphonic acid monohydrate), S(=O)(Cl)Cl (thionyl chloride). The solvent is CC1CCCCC1 (methylcyclohexane). Run at temperature 50 celsius. The product is C1(=CC=C(C=C1)S(=O)(=O)OS(=O)(=O)C1=CC=C(C=C1)C)C (p-toluenesulphonic anhydride). Isolated yield 52.3%. Reaction SMILES: [OH2:1].[C:2]1([CH3:12])[CH:7]=[CH:6][C:5]([S:8]([OH:11])(=[O:10])=[O:9])=[CH:4][CH:3]=1.[S:13](Cl)(Cl)=[O:14]>CC1CCCCC1>[C:2]1([CH3:12])[CH:3]=[CH:4][C:5]([S:8]([O:11][S:13]([C:5]2[CH:6]=[CH:7][C:2]([CH3:12])=[CH:3][CH:4]=2)(=[O:14])=[O:1])(=[O:9])=[O:10])=[CH:6][CH:7]=1 |f:0.1|. Procedure details: 50.0 g (260 mmol) of p-toluenesulphonic acid monohydrate were suspended in 140 g of methylcyclohexane and heated to 50° C. with stirring. 99.9 g (831 mmol, 3.2 equivalents [eq.]) of thionyl chloride were then added dropwise over a period of 75 minutes at such a rate that moderate gas evolution was observed. After addition had ended, the mixture was stirred at 50° C. for a further 1 h. 20.1 g of excess thionyl chloride were then distilled off at a bottom temperature of 96° C. The residue was cool... The reactants are C(C)(=O)OC1=CC(=CC2=C1C=CO2)C(=O)OCC (Ethyl 4-(acetyloxy)benzofuran-6-carboxylate), ClCCl (dichloromethane), O.C(Cl)(Cl)Cl (water chloroform). Reagents/catalysts: [O-2].[O-2].[Mn+4] (manganese dioxide). Reaction conditions: temperature 40 celsius, time 4 hour. The product is ClC1=C(C=C(C=C1OC)C(C)=O)OC (1-(4-chloro-3,5-dimethoxyphenyl)ethanone). As a reaction SMILES: [C:1]([O:4][C:5]1C2C=[CH:12][O:13][C:9]=2[CH:8]=[C:7]([C:14]([O:16]CC)=O)[CH:6]=1)(=O)C.O.[CH:20]([Cl:23])(Cl)Cl.Cl[CH2:25]Cl>[O-2].[O-2].[Mn+4]>[Cl:23][C:20]1[C:9]([O:13][CH3:12])=[CH:8][C:7]([C:14](=[O:16])[CH3:25])=[CH:6][C:5]=1[O:4][CH3:1] |f:1.2,4.5.6|. Procedure details: To a solution of the compound obtained in the above (1) (1.23 g) in dichloromethane 928 mL) was added 85% activated manganese dioxide (5.81 g), and the mixture was stirred at 40° C. for 4 hours. The reaction solution was cooled to room temperature, and then thereto was added water-chloroform, and an insoluble was filtered off through Celite, and then the organic layer was separated. The organic layer was concentrated under reduced pressure, and the resulting residue was purified by silica gel co... Reactants: N#Cc1ccc(Br)cc1, O=C([O-])[O-], [Cs+], [Cs+], Nc1ccc(C(F)(F)F)cc1[N+](=O)[O-], O=C(C=Cc1ccccc1)C=Cc1ccccc1, O=C(C=Cc1ccccc1)C=Cc1ccccc1, O=C(C=Cc1ccccc1)C=Cc1ccccc1, [Pd], [Pd]. The product is N#Cc1ccc(Nc2ccc(C(F)(F)F)cc2[N+](=O)[O-])cc1. As a reaction SMILES: [Br:1][c:2]1[cH:3][cH:4][c:5]([C:6]#[N:7])[cH:8][cH:9]1.[C:24](=[O:25])([O-:26])[O-:27].[Cs+:28].[Cs+:29].[N+:10](=[O:11])([O-:12])[c:13]1[c:14]([NH2:15])[cH:16][cH:17][c:18]([C:20]([F:21])([F:22])[F:23])[cH:19]1.[O:32]=[C:33]([CH:34]=[CH:35][c:36]1[cH:37][cH:38][cH:39][cH:40][cH:41]1)[CH:42]=[CH:43][c:44]1[cH:45][cH:46][cH:47][cH:48][cH:49]1.[O:50]=[C:51]([CH:52]=[CH:53][c:54]1[cH:55][cH:56][cH:57][cH:58][cH:59]1)[CH:60]=[CH:61][c:62]1[cH:63][cH:64][cH:65][cH:66][cH:67]1.[O:68]=[C:69]([CH:70]=[CH:71][c:72]1[cH:73][cH:74][cH:75][cH:76][cH:77]1)[CH:78]=[CH:79][c:80]1[cH:81][cH:82][cH:83][cH:84][cH:85]1.[Pd:30].[Pd:31]>>[c:2]1([NH:15][c:14]2[c:13]([N+:10](=[O:11])[O-:12])[cH:19][c:18]([C:20]([F:21])([F:22])[F:23])[cH:17][cH:16]2)[cH:3][cH:4][c:5]([C:6]#[N:7])[cH:8][cH:9]1.